From a dataset of the Open Reaction Database (ORD), a public repository of structured organic reaction records. describe an organic reaction: reactants, conditions, products, and yield Reactants: Cl.Cl.ClC=1C=C(C(=O)O)C=CC1OC (3-chloro-4-methoxybenzoic acid dihydrochloride), C(CCl)Cl (EDC), C=1C=CC2=C(C1)N=NN2O (HOBt), TEA, NCC=1C=C(C(=O)NC2=CC=C3CCN(CC3=C2)C)C=CC1 (3-aminomethyl-N-(2-methyl-1,2,3,4-tetrahydro-isoquinolin-7-yl)-benzamide). Run in CN(C)C=O (DMF), CCOC(=O)C (EtOAc). Conditions: time 24 hour. The product is ClC=1C=C(C(=O)NCC2=CC(=CC=C2)C(NC2=CC=C3CCN(CC3=C2)C)=O)C=CC1OC (3-chloro-4-methoxy-N-[3-(2-methyl-1,2,3,4-tetrahydro-isoquinolin-7-ylcarbamoyl)-benzyl]-benzamide). RXN SMILES: Cl.Cl.[Cl:3][C:4]1[CH:5]=[C:6]([CH:10]=[CH:11][C:12]=1[O:13][CH3:14])[C:7]([OH:9])=O.C(Cl)CCl.C1C=CC2N(O)N=NC=2C=1.[NH2:29][CH2:30][C:31]1[CH:32]=[C:33]([CH:48]=[CH:49][CH:50]=1)[C:34]([NH:36][C:37]1[CH:46]=[C:45]2[C:40]([CH2:41][CH2:42][N:43]([CH3:47])[CH2:44]2)=[CH:39][CH:38]=1)=[O:35]>CN(C=O)C.CCOC(C)=O>[Cl:3][C:4]1[CH:5]=[C:6]([CH:10]=[CH:11][C:12]=1[O:13][CH3:14])[C:7]([NH:29][CH2:30][C:31]1[CH:50]=[CH:49][CH:48]=[C:33]([C:34](=[O:35])[NH:36][C:37]2[CH:46]=[C:45]3[C:40]([CH2:41][CH2:42][N:43]([CH3:47])[CH2:44]3)=[CH:39][CH:38]=2)[CH:32]=1)=[O:9] |f:0.1.2|. Procedure details: A solution of 3-chloro-4-methoxybenzoic acid dihydrochloride (29 mg, 150 mmol), EDC (30 mg, 150 mmol), HOBt (22 mg, 150 mmol), and TEA (0.057 mL, 408 mmol) in anhydrous DMF (5 mL) was stirred at room temperature for 30 min. To this was added 3-aminomethyl-N-(2-methyl-1,2,3,4-tetrahydro-isoquinolin-7-yl)-benzamide. (50 mg, 136 mmol) and the solution stirred at room temperature for 24 h. The reaction was diluted EtOAc (100 mL) and quenched with sat. NH4Cl (100 mL). The organic fraction was dried (...